This data is from the Open Reaction Database (ORD), a public repository of structured organic reaction records. The task is: describe an organic reaction: reactants, conditions, products, and yield Reactants: CCN=C=NCCCN(C)C, CC1SC(C(=O)O)Cc2cc3c(cc2C1=O)OCO3, CN(C)C=O, Cl, COP(=O)(Cc1ccc(N)cc1)OC, O, On1nnc2ccccc21. Yields the product COP(=O)(Cc1ccc(NC(=O)C2Cc3cc4c(cc3C(=O)C(C)S2)OCO4)cc1)OC. RXN SMILES: [CH2:12]([N:13]=[C:14]=[N:15][CH2:16][CH2:17][CH2:18][N:19]([CH3:20])[CH3:21])[CH3:22].[CH3:23][CH:24]1[C:25](=[O:41])[c:26]2[c:27]([cH:34][c:35]3[c:36]([cH:37]2)[O:38][CH2:39][O:40]3)[CH2:28][CH:29]([C:31](=[O:32])[OH:33])[S:30]1.[CH3:56][N:57]([CH3:58])[CH:59]=[O:60].[ClH:11].[NH2:42][c:43]1[cH:44][cH:45][c:46]([CH2:47][P:48]([O:49][CH3:50])([O:51][CH3:52])=[O:53])[cH:54][cH:55]1.[OH2:61].[OH:1][n:2]1[c:3]2[cH:4][cH:5][cH:6][cH:7][c:8]2[n:9][n:10]1>>[CH3:23][CH:24]1[C:25](=[O:41])[c:26]2[c:27]([cH:34][c:35]3[c:36]([cH:37]2)[O:38][CH2:39][O:40]3)[CH2:28][CH:29]([C:31](=[O:33])[NH:42][c:43]2[cH:44][cH:45][c:46]([CH2:47][P:48]([O:49][CH3:50])([O:51][CH3:52])=[O:53])[cH:54][cH:55]2)[S:30]1. The reactants are CCOC(=O)C(Br)c1ccccc1, CC#N, CCN(C(C)C)C(C)C, Nc1cc(F)ccc1F. RXN SMILES: [Br:10][CH:11]([C:12](=[O:13])[O:14][CH2:15][CH3:16])[c:17]1[cH:18][cH:19][cH:20][cH:21][cH:22]1.[CH3:32][C:33]#[N:34].[CH:23]([N:24]([CH2:25][CH3:26])[CH:27]([CH3:28])[CH3:29])([CH3:30])[CH3:31].[F:1][c:2]1[c:3]([NH2:4])[cH:5][c:6]([F:9])[cH:7][cH:8]1>>[F:1][c:2]1[c:3]([NH:4][CH:11]([C:12](=[O:13])[O:14][CH2:15][CH3:16])[c:17]2[cH:18][cH:19][cH:20][cH:21][cH:22]2)[cH:5][c:6]([F:9])[cH:7][cH:8]1. The product is CCOC(=O)C(Nc1cc(F)ccc1F)c1ccccc1. Starting materials: N1(CCOCC1)C(=O)N[C@H](C(=O)O)CC1=CC=CC2=CC=CC=C12 ((2S)-2-[(morpholine-4-carbonyl)-amino]-3-naphthalen-1-yl-propionic acid), amine, NC1=CC=C(C=C1)S(=O)(=O)N(CC(C)C)[C@@H](CCCN)CO ((1S)-4-Amino-N-(4-amino-1-hydroxymethyl-butyl)-N-isobutyl-benzenesulfonamide). Yields the product NC1=CC=C(C=C1)S(=O)(=O)N([C@@H](CCCNC(=O)[C@H](CC1=CC=CC2=CC=CC=C12)NC(=O)N1CCOCC1)CO)CC(C)C ((1S,4S)-Morpholine-4-carboxylic Acid (1-{4-[(4-Amino-benzenesulfonyl)-isobutyl-amino]-5-hydroxy-pentylcarbamoyl}-2-naphthalen-1-yl-ethyl)-amide). RXN SMILES: [N:1]1([C:7]([NH:9][C@@H:10]([CH2:14][C:15]2[C:24]3[C:19](=[CH:20][CH:21]=[CH:22][CH:23]=3)[CH:18]=[CH:17][CH:16]=2)[C:11](O)=[O:12])=[O:8])[CH2:6][CH2:5][O:4][CH2:3][CH2:2]1.[NH2:25][C:26]1[CH:31]=[CH:30][C:29]([S:32]([N:35]([C@H:40]([CH2:45][OH:46])[CH2:41][CH2:42][CH2:43][NH2:44])[CH2:36][CH:37]([CH3:39])[CH3:38])(=[O:34])=[O:33])=[CH:28][CH:27]=1>>[NH2:25][C:26]1[CH:31]=[CH:30][C:29]([S:32]([N:35]([CH2:36][CH:37]([CH3:39])[CH3:38])[C@H:40]([CH2:45][OH:46])[CH2:41][CH2:42][CH2:43][NH:44][C:11]([C@@H:10]([NH:9][C:7]([N:1]2[CH2:6][CH2:5][O:4][CH2:3][CH2:2]2)=[O:8])[CH2:14][C:15]2[C:16]3[C:21](=[CH:20][CH:19]=[CH:18][CH:17]=3)[CH:22]=[CH:23][CH:24]=2)=[O:12])(=[O:34])=[O:33])=[CH:28][CH:27]=1. Reported procedure: The title compound was prepared from general procedure A using (2S)-2-[(morpholine-4-carbonyl)-amino]-3-naphthalen-1-yl-propionic acid and amine intermediate VII. The final product was obtained in 11% yield. Starting materials: ice water, CC(CO)CCCCCC ((-)-2-methyloctanol), S(O)(O)(=O)=O (sulfuric acid), [Mn](=O)(=O)(=O)[O-].[K+] (potassium permanganate), S(=O)(O)[O-].[Na+] (sodium hydrogen sulfite), ice water. Solvent: O (water), CCOCC (ether). Yields the product CC(C(=O)O)CCCCCC ((+)-2 -methyloctanoic acid). Isolated yield 71.0%. As a reaction SMILES: [CH3:1][CH:2]([CH2:5][CH2:6][CH2:7][CH2:8][CH2:9][CH3:10])[CH2:3][OH:4].S(=O)(=O)(O)[OH:12].[Mn]([O-])(=O)(=O)=O.[K+].S([O-])(O)=O.[Na+]>CCOCC.O>[CH3:1][CH:2]([CH2:5][CH2:6][CH2:7][CH2:8][CH2:9][CH3:10])[C:3]([OH:12])=[O:4] |f:2.3,4.5|. Procedure: To 21.2 g (147 mmol) of (-)-2-methyloctanol were added 330 ml of water and 46.4 g of concentrated sulfuric acid with stirring to form an emulsion. To this emulsion was added dropwise 63.4 g (401 mmol) of potassium permanganate over 7 hours. The reaction liquid was added with 51.5 g of sodium hydrogen sulfite, 70 ml of ice water and 200 ml of ether and poured into 270 ml of ice water. After the separation of two layers, the reaction product was extracted from water layer with ether and further wi... The reactants are carboxylic acid, C1[C@H]([C@@H]([C@H]([C@@H]([C@H]1N)O[C@@H]2[C@@H]([C@H]([C@@H]([C@H](O2)CN)O)O)N)O)O)N (Neamine), C2, Cl (hydrochloride), C=O (CH2O), C1[C@H]([C@@H](C([C@@H]([C@H]1N)O)O)O)N (deoxystreptamine), C6, C1, C(CCl)Cl (EDC), C=1C=CC2=C(C1)N=NN2O (HOBt), 1C. The solvent is CN(C)C=O (DMF). The product is N[C@@H](CC1=CNC=N1)C(=O)O (Histidine). RXN SMILES: C(Cl)CCl.C1C=C[C:8]2[N:13](O)N=NC=2C=1.C1[C@H](N)[C@@H]([O:22][C@H:23]2[O:28][C@H:27](CN)[C@@H:26](O)[C@H:25](O)[C@H:24]2[NH2:33])[C@H](O)[C@@H](O)[C@@H]1N.Cl.C=O.C1[C@H]([NH2:46])[C@@H](O)C(O)[C@@H](O)[C@@H]1N>CN(C=O)C>[NH2:33][C@H:24]([C:23]([OH:22])=[O:28])[CH2:25][C:26]1[N:13]=[CH:8][NH:46][CH:27]=1. Procedure: Flavin conjugate 46. Flavin carboxylic acid 36 (120 mg, 0.34 mmol; prepared according to well-known methods (Frier, et al. (1997) J. Org. Chem. 62:3520-3528)), DMF (6 mL), EDC (126 mg, 0.66 mmol), HOBt (89 mg, 0.66 mmol), neamine derivative 24 (400 mg, 0.22 mmol), deprotected conjugate hydrochloride 46 (120 mg, 0.13 mmol, 60%): mp 200° C. dec; 1H NMR (400 MHz, D2O) δ 7.47 (s, 1 H, H Fl), 7.43 (s, 1 H, H Fl), 5.69 (d, J1′-2′=3.8 Hz, 1H, H1′), 4.41 (m, 1H, CH2-Fl), 3.88-3.94 (m, 2H, H3′, H4), 3.78... Run in ClC1=C(C=CC=C1)Cl (o-dichlorobenzene). Yields the product OS(=O)(=O)O.O=S(=O)=O (oleum). Run at temperature 100 celsius, time 1 hour. Procedure details: 111.5 parts of 1-aminoanthraquinone are added to 660 parts of o-dichlorobenzene. The mixture is heated to 100°-103° C. and then 74.6 parts of chlorine gas are introduced above the surface of the solution. When the addition of chlorine is complete, 8 parts of bromine are added. The reaction mixture is stirred for 1 hour at 100° C., allowed to cool to room temperature, and then 548 parts of 100% sulfuric acid are added dropwise at 20°-30° C. over 30 minutes. The batch is stirred for 1 hour and the... Reaction SMILES: NC1C2C(=O)C3C(=CC=CC=3)C(=O)C=2C=CC=1.ClCl.BrBr.[S:22](=[O:26])(=[O:25])([OH:24])[OH:23]>ClC1C=CC=CC=1Cl>[OH:25][S:22]([OH:26])(=[O:24])=[O:23].[O:23]=[S:22](=[O:25])=[O:24] |f:5.6|. Starting materials: BrBr (bromine), NC1=CC=CC=2C(C3=CC=CC=C3C(C12)=O)=O (1-aminoanthraquinone), ClCl (chlorine), ClCl (chlorine), S(O)(O)(=O)=O (sulfuric acid). Reaction SMILES: [CH3:21][n:22]1[c:23]([S:33]([CH3:34])(=[O:35])=[O:36])[n:24][c:25]([C:29]([F:30])([F:31])[F:32])[cH:26][c:27]1=[O:28].[Cl-:37].[F:6][C:7]([c:8]1[c:9]([NH2:10])[cH:11][c:12]([C:15]([F:16])([F:17])[F:18])[cH:13][cH:14]1)([F:19])[F:20].[H-:39].[NH4+:38].[Na+:40].[O:1]=[CH:2][N:3]([CH3:4])[CH3:5]>>[F:6][C:7]([c:8]1[c:9]([NH:10][c:23]2[n:22]([CH3:21])[c:27](=[O:28])[cH:26][c:25]([C:29]([F:30])([F:31])[F:32])[n:24]2)[cH:11][c:12]([C:15]([F:16])([F:17])[F:18])[cH:13][cH:14]1)([F:19])[F:20]. Reactants: Cn1c(S(C)(=O)=O)nc(C(F)(F)F)cc1=O, [Cl-], Nc1cc(C(F)(F)F)ccc1C(F)(F)F, [H-], [NH4+], [Na+], CN(C)C=O. Product: Cn1c(Nc2cc(C(F)(F)F)ccc2C(F)(F)F)nc(C(F)(F)F)cc1=O. As a reaction SMILES: [CH3:1][Si:2]([CH3:28])([CH3:27])[CH2:3][CH2:4][CH2:5][CH2:6][CH2:7][CH2:8][CH2:9][CH2:10][CH2:11][CH2:12][CH2:13][CH2:14][CH2:15][CH2:16][NH:17][C:18]1[CH:26]=[CH:25][C:21]([C:22]([OH:24])=O)=[CH:20][CH:19]=1.C(Cl)(Cl)[Cl:30].C(=O)([O-])[O-].[Na+].[Na+].[C:39](Cl)([O:41][CH2:42][C:43]1[CH:48]=[CH:47][CH:46]=[CH:45][CH:44]=1)=[O:40]>O>[C:39]([N:17]([CH2:16][CH2:15][CH2:14][CH2:13][CH2:12][CH2:11][CH2:10][CH2:9][CH2:8][CH2:7][CH2:6][CH2:5][CH2:4][CH2:3][Si:2]([CH3:1])([CH3:28])[CH3:27])[C:18]1[CH:19]=[CH:20][C:21]([C:22]([Cl:30])=[O:24])=[CH:25][CH:26]=1)([O:41][CH2:42][C:43]1[CH:44]=[CH:45][CH:46]=[CH:47][CH:48]=1)=[O:40] |f:2.3.4|. Procedure: To 15 g. 4-[14-(trimethylsilyl)tetradecylamino]benzoic acid in 200 ml. warm chloroform is added a solution of 15 g. of sodium carbonate in 150 ml. water. To the vigorously stirred solution is added 10 g. carbobenzyloxy chloride. After 2 hours stirring at 40° C., the layers are separated, washed three times with 1N hydrochloric acid, dried, and evaporated to an oil. The oil is dissolved in 300 ml. toluene, treated with 15 ml. thionyl chloride and the solution is refluxed for 5 hours. The solvents... Reactants: C[Si](CCCCCCCCCCCCCCNC1=CC=C(C(=O)O)C=C1)(C)C (4-[14-(trimethylsilyl)tetradecylamino]benzoic acid), C(=O)(OCC1=CC=CC=C1)Cl (carbobenzyloxy chloride), C(Cl)(Cl)Cl (chloroform), C([O-])([O-])=O.[Na+].[Na+] (sodium carbonate). Conditions: temperature 40 celsius, time 2 hour. Run in O (water). Yields the product C(=O)(OCC1=CC=CC=C1)N(C1=CC=C(C(=O)Cl)C=C1)CCCCCCCCCCCCCC[Si](C)(C)C (4-[N-Carbobenzyloxy-14-(trimethylsilyl)tetradecylamino]benzoyl chloride). Reactants: FC1=C(C(=O)OC)C=C(C(=C1)COC1=CC(=CC=C1)OC)F (methyl 2,5-difluoro-4-[(3-methoxyphenoxy)methyl]benzoate), [OH-].[Li+] (lithium hydroxide). Solvent: C1CCOC1 (THF). Run at time 5 hour. Product: FC1=C(C(=O)O)C=C(C(=C1)COC1=CC(=CC=C1)OC)F (2,5-Difluoro-4-[(3-methoxyphenoxy)methyl]benzoic acid). RXN SMILES: [F:1][C:2]1[CH:11]=[C:10]([CH2:12][O:13][C:14]2[CH:19]=[CH:18][CH:17]=[C:16]([O:20][CH3:21])[CH:15]=2)[C:9]([F:22])=[CH:8][C:3]=1[C:4]([O:6]C)=[O:5].[OH-].[Li+]>C1COCC1>[F:1][C:2]1[CH:11]=[C:10]([CH2:12][O:13][C:14]2[CH:19]=[CH:18][CH:17]=[C:16]([O:20][CH3:21])[CH:15]=2)[C:9]([F:22])=[CH:8][C:3]=1[C:4]([OH:6])=[O:5] |f:1.2|. Procedure details: To a solution of methyl 2,5-difluoro-4-[(3-methoxyphenoxy)methyl]benzoate (Preparation 28, 441 mg, 1.4 mmol) in THF (10 mL) was added aqueous lithium hydroxide (1 M, 1.6 mL) and the reaction mixture stirred under nitrogen at room temperature. After 5 hours, the reaction was evaporated in vacuo and the residue suspended in a water/EtOAc mixture (20 mL), acidified with a few drops of aqueous 1 M hydrochloric acid. The layers were separated and the aqueous layer further extracted with EtOAc (10 mL)...